From a dataset of the Open Reaction Database (ORD), a public repository of structured organic reaction records. describe an organic reaction: reactants, conditions, products, and yield Starting materials: NCCCN(C)C1=NC=CC=C1 (2-[N-(3-aminopropyl)-N-methylamino]pyridine), CSC1=NC=C(C(N1)=O)CC1=CC(=C(C=C1)Cl)Cl (2-methylthio-5-(3,4-dichlorobenzyl)pyrimid-4-one). Run in N1=CC=CC=C1 (pyridine). The product is CN(C1=NC=CC=C1)CCCNC1=NC=C(C(N1)=O)CC1=CC(=C(C=C1)Cl)Cl (2-[3-(N-methyl-N-pyrid-2-ylamino)propylamino]-5-(3,4-dichlorobenzyl)pyrimid-4-one). RXN SMILES: [NH2:1][CH2:2][CH2:3][CH2:4][N:5]([C:7]1[CH:12]=[CH:11][CH:10]=[CH:9][N:8]=1)[CH3:6].CS[C:15]1[NH:20][C:19](=[O:21])[C:18]([CH2:22][C:23]2[CH:28]=[CH:27][C:26]([Cl:29])=[C:25]([Cl:30])[CH:24]=2)=[CH:17][N:16]=1>N1C=CC=CC=1>[CH3:6][N:5]([CH2:4][CH2:3][CH2:2][NH:1][C:15]1[NH:20][C:19](=[O:21])[C:18]([CH2:22][C:23]2[CH:28]=[CH:27][C:26]([Cl:29])=[C:25]([Cl:30])[CH:24]=2)=[CH:17][N:16]=1)[C:7]1[CH:12]=[CH:11][CH:10]=[CH:9][N:8]=1. Reported procedure: 2-[N-(3-aminopropyl)-N-methylamino]pyridine (0.66 g) and 2-methylthio-5-(3,4-dichlorobenzyl)pyrimid-4-one (1.0 g) were heated together under reflux in pyridine (2.5 ml) for 24 hr. After stripping, the residue was recrystallised three times from ethanol/water to give 2-[3-(N-methyl-N-pyrid-2-ylamino)propylamino]-5-(3,4-dichlorobenzyl)pyrimid-4-one 0.25H2O, 1.0 g (70%) mp 104°-6° C. Reactants: BrCC(=O)OC (methyl bromoacetate), FC(C=1C=C(C=CC1)CN1C2=CC=CC(=C2C=2C(=CC=CC12)O)C(N)=O)(F)F (9-[(3-trifluoromethylphenyl)methyl]-4-hydroxy-5-carbamoyl carbazole), resultant mixture. The solvent is C(C)(=O)OCC (ethyl acetate), CN(C)C=O (DMF). Conditions: time 15 minute. The product is FC(C=1C=C(C=CC1)CN1C2=CC=CC(=C2C=2C(=CC=CC12)OCC(=O)OC)C(N)=O)(F)F ({9-[(3-trifluoromethylphenyl)methyl]-5-carbamoylcarbazol-4-yl}oxyacetic acid, methyl ester). Yield: 87.9%. RXN SMILES: [F:1][C:2]([F:28])([F:27])[C:3]1[CH:4]=[C:5]([CH2:9][N:10]2[C:22]3[CH:21]=[CH:20][CH:19]=[C:18]([OH:23])[C:17]=3[C:16]3[C:11]2=[CH:12][CH:13]=[CH:14][C:15]=3[C:24](=[O:26])[NH2:25])[CH:6]=[CH:7][CH:8]=1.Br[CH2:30][C:31]([O:33][CH3:34])=[O:32]>CN(C=O)C.C(OCC)(=O)C>[F:28][C:2]([F:27])([F:1])[C:3]1[CH:4]=[C:5]([CH2:9][N:10]2[C:22]3[CH:21]=[CH:20][CH:19]=[C:18]([O:23][CH2:30][C:31]([O:33][CH3:34])=[O:32])[C:17]=3[C:16]3[C:11]2=[CH:12][CH:13]=[CH:14][C:15]=3[C:24](=[O:26])[NH2:25])[CH:6]=[CH:7][CH:8]=1. Reported procedure: 40% Methanolic Triton B (0.18 mL, 0.4 mM) was added to a solution of the 9-[(3-trifluoromethylphenyl)methyl]-4-hydroxy-5-carbamoyl carbazole (115 mg, 0.3 mN) in 5 mL DMF at room temperature. After 15 minutes, methyl bromoacetate (95 mg, 0.6 mM) was added and the resultant mixture stirred at room temperature for 22 hours. The mixture was diluted with ethyl acetate, washed four times with H2O, 1 N HCl, H2O, sat. NaHCO3, and saturated brine, dried over magnesium sulfate, filtered, and concentrated.... The reactants are COC(=O)COc1ccc(NC(=O)NC(=O)c2ccc(C(N)=S)cc2)cc1, CC(C)=O, CI. Yields the product COC(=O)COc1ccc(NC(=O)NC(=O)c2ccc(C(=N)SC)cc2)cc1. Reaction SMILES: [C:1]([NH2:2])(=[S:3])[c:4]1[cH:5][cH:6][c:7]([C:8](=[O:9])[NH:10][C:11]([NH:12][c:13]2[cH:14][cH:15][c:16]([O:17][CH2:18][C:19](=[O:20])[O:21][CH3:22])[cH:23][cH:24]2)=[O:25])[cH:26][cH:27]1.[CH3:30][C:31](=[O:32])[CH3:33].[I:28][CH3:29]>>[C:1](=[NH:2])([S:3][CH3:29])[c:4]1[cH:5][cH:6][c:7]([C:8](=[O:9])[NH:10][C:11]([NH:12][c:13]2[cH:14][cH:15][c:16]([O:17][CH2:18][C:19](=[O:20])[O:21][CH3:22])[cH:23][cH:24]2)=[O:25])[cH:26][cH:27]1. Reactants: O=C(NC1Cc2ccccc2CC1O)OCc1ccccc1, ClCCl, O=[Cr](=O)([O-])Cl, c1cc[nH+]cc1. Yields the product O=C(NC1Cc2ccccc2CC1=O)OCc1ccccc1. Reaction SMILES: [CH2:1]([c:2]1[cH:3][cH:4][cH:5][cH:6][cH:7]1)[O:8][C:9](=[O:10])[NH:11][CH:12]1[CH:13]([OH:22])[CH2:14][c:15]2[cH:16][cH:17][cH:18][cH:19][c:20]2[CH2:21]1.[Cl:34][CH2:35][Cl:36].[O:23]=[Cr:24]([Cl:25])([O-:26])=[O:27].[nH+:28]1[cH:29][cH:30][cH:31][cH:32][cH:33]1>>[CH2:1]([c:2]1[cH:3][cH:4][cH:5][cH:6][cH:7]1)[O:8][C:9](=[O:10])[NH:11][CH:12]1[C:13](=[O:22])[CH2:14][c:15]2[cH:16][cH:17][cH:18][cH:19][c:20]2[CH2:21]1. Reaction SMILES: [OH:1][C:2]1[CH:3]=[CH:4][C:5]([CH3:8])=[N:6][CH:7]=1.[OH-].[K+].[CH3:11]I>CS(C)=O>[CH3:11][O:1][C:2]1[CH:3]=[CH:4][C:5]([CH3:8])=[N:6][CH:7]=1 |f:1.2|. Reported procedure: 5-Hydroxy-2-methylpyridine (16.4 g, 150.3 mmol) was added to a suspension of KOH (34.6 g, 616 mmol) in DMSO (250 ml) and stirred for 1 h at r.t. followed by the dropwise addition of methyl iodide (10.3 ml, 165 mmol). The reaction mixture was stirred for a further 16 h, poored onto ice-cold water (500 ml) and extracted with diethyl ether (4×350 ml). The combined ether extracts were washed with water (50 ml), brine (50 ml) and dried (MgSO4). Filtration and concentration of the filtrate under reduc... The reactants are OC=1C=CC(=NC1)C (5-Hydroxy-2-methylpyridine), [OH-].[K+] (KOH), CI (methyl iodide). The solvent is CS(=O)C (DMSO). Product: COC=1C=CC(=NC1)C (5-Methoxy-2-methyl-pyridine). Conditions: time 1 hour.